Dataset: the Open Reaction Database (ORD), a public repository of structured organic reaction records. Task: describe an organic reaction: reactants, conditions, products, and yield Reactants: Brc1cnc2[nH]ccc2n1, CC(C)=O, O=C1CCC(=O)N1I. The product is Brc1cnc2[nH]cc(I)c2n1. RXN SMILES: [Br:1][c:2]1[n:3][c:4]2[c:5]([n:6][cH:7]1)[nH:8][cH:9][cH:10]2.[CH3:19][C:20](=[O:21])[CH3:22].[I:11][N:12]1[C:13](=[O:14])[CH2:15][CH2:16][C:17]1=[O:18]>>[Br:1][c:2]1[n:3][c:4]2[c:5]([n:6][cH:7]1)[nH:8][cH:9][c:10]2[I:11]. Starting materials: COC=1C=C(C=CC1C1=CN=C(O1)C)C1=NN=C2N1CCCC2(C(=O)OCC)OC2=CC(=C(C(=C2)F)F)F (ethyl 3[3-methoxy-4-(2-methyl-1,3-oxazol-5-yl)phenyl]-8-(3,4,5-trifluorophenoxy)-5,6,7,8-tetrahydro[1,2,4]triazolo[4,3-a]pyridine-8-carboxylate), C[Mg]Br (methylmagnesium bromide). Run in C1CCOC1 (THF), C(C)(=O)OCC (ethyl acetate), [Cl-].[NH4+] (ammonium chloride). Run at time 4 hour. The product is COC=1C=C(C=CC1C1=CN=C(O1)C)C1=NN=C2N1CCCC2(OC2=CC(=C(C(=C2)F)F)F)C(C)(C)O (2- {3-[3-methoxy-4-(2-methyl-1,3-oxazol-5-yl)phenyl]-8-(3,4,5-trifluorophenoxy)-5,6,7,8-tetrahydro[1,2,4]triazolo[4,3-a]pyridin-8-yl}propan-2-ol). Yield: 117.4%. RXN SMILES: [CH3:1][O:2][C:3]1[CH:4]=[C:5]([C:15]2[N:19]3[CH2:20][CH2:21][CH2:22][C:23]([O:29][C:30]4[CH:35]=[C:34]([F:36])[C:33]([F:37])=[C:32]([F:38])[CH:31]=4)(C(OCC)=O)[C:18]3=[N:17][N:16]=2)[CH:6]=[CH:7][C:8]=1[C:9]1[O:13][C:12]([CH3:14])=[N:11][CH:10]=1.C[Mg]Br>C1COCC1.C(OCC)(=O)C.[Cl-].[NH4+]>[CH3:1][O:2][C:3]1[CH:4]=[C:5]([C:15]2[N:19]3[CH2:20][CH2:21][CH2:22][C:23]([C:3]([OH:2])([CH3:4])[CH3:8])([O:29][C:30]4[CH:35]=[C:34]([F:36])[C:33]([F:37])=[C:32]([F:38])[CH:31]=4)[C:18]3=[N:17][N:16]=2)[CH:6]=[CH:7][C:8]=1[C:9]1[O:13][C:12]([CH3:14])=[N:11][CH:10]=1 |f:4.5|. Procedure: Under a nitrogen atmosphere, to a mixture of ethyl 3[3-methoxy-4-(2-methyl-1,3-oxazol-5-yl)phenyl]-8-(3,4,5-trifluorophenoxy)-5,6,7,8-tetrahydro[1,2,4]triazolo[4,3-a]pyridine-8-carboxylate (0.28 g) in THF (5 ml) was added methylmagnesium bromide (1M THF solution, 2.61 ml) at 0° C., and the mixture was stirred at room temperature for 4 hr. The reaction mixture was diluted with ethyl acetate and saturated aqueous ammonium chloride solution, the mixture was washed with saturated brine and dried ove... The reactants are acetic acids, OC1=C(C=CC=C1)C1=C(C(C)(C)O)C=CC=C1 (o-(o-hydroxyphenyl)-α,α-dimethylbenzyl alcohol), O1CC=CC=C1 (pyran), C1=CC(=CC=C1O)C (p-cresol), O1CC=CC=C1 (pyran), 2-methyl, CC1=CC2=C(OC(C3=C2C=CC=C3)(C)C)C=C1 (2,6,6-trimethyl-6H-dibenzo[b,d]-pyran). The solvent is CC(=O)C (acetone). Product: OC1=C(C=C(C=C1)C)C1=CC=CC=C1 (2-hydroxy-5-methylbiphenyl). Reaction SMILES: OC1C=CC=CC=1C1C=CC=CC=1C(O)(C)C.O1C=CC=CC1.C1C(O)=CC=C(C)C=1.[CH3:32][C:33]1[CH:48]=[CH:47][C:36]2[O:37]C(C)(C)[C:39]3[CH:44]=[CH:43][CH:42]=[CH:41][C:40]=3[C:35]=2[CH:34]=1>CC(C)=O>[OH:37][C:36]1[CH:47]=[CH:48][C:33]([CH3:32])=[CH:34][C:35]=1[C:40]1[CH:39]=[CH:44][CH:43]=[CH:42][CH:41]=1. Procedure: He reports in J. Chem. Soc., 1933, 1400, that to synthesize this compound, he first had to prepare the δ-lactone of 2'-hydroxy-2-biphenylenecarboxylic acid. His initial attempts to prepare this lactone by reaction of magnesium with o-bromophenyl-o-bromobenzoate or by diazotization of phenyl anthranilate failed. He was able to make it in 22 percent yield by reaction of phenol with anthranilic acid diazonium sulfate. The lactone was reacted with an excess of methyl magnesium iodide to give an almo... The reactants are C(C)(C)(C)OC(=O)N1CCC2OC2CC1 (8-oxa-4-aza-bicyclo[5.1.0]octane-4-carboxylic acid tert-butyl ester), O (water), [Cl-].[NH4+] (ammonium chloride), [N-]=[N+]=[N-].[Na+] (sodium azide). The solvent is C(C)O (ethanol). Conditions: temperature 75 celsius. Product: C(C)(C)(C)OC(=O)N1CCC(C(CC1)O)N=[N+]=[N-] (4-azido-5-hydroxy-azepane-1-carboxylic acid tert-butyl ester). As a reaction SMILES: [C:1]([O:5][C:6]([N:8]1[CH2:15][CH2:14][CH:13]2[CH:11]([O:12]2)[CH2:10][CH2:9]1)=[O:7])([CH3:4])([CH3:3])[CH3:2].O.[Cl-].[NH4+].[N-:19]=[N+:20]=[N-:21].[Na+]>C(O)C>[C:1]([O:5][C:6]([N:8]1[CH2:15][CH2:14][CH:13]([OH:12])[CH:11]([N:19]=[N+:20]=[N-:21])[CH2:10][CH2:9]1)=[O:7])([CH3:4])([CH3:3])[CH3:2] |f:2.3,4.5|. Reported procedure: According to scheme 10, to a stirred solution of 2,3,6,7-tetrahydro-azepine-1-carboxylic acid tert-butyl ester (XXX) in dichloromethane was added at −60° C. m-chloroperbenzoic acid (MCPBA). The mixture was allowed to slowly warm to room temperature overnight and 8-oxa-4-aza-bicyclo[5.1.0]octane-4-carboxylic acid tert-butyl ester (XXXI) was obtained. To a solution of 8-oxa-4-aza-bicyclo[5.1.0]octane-4-carboxylic acid tert-butyl ester in ethanol was added water, ammonium chloride and sodium azide.... Starting materials: ClC1=CC(N(C2=CC=CC=C12)CC=O)=O ((4-chloro-2-oxoquinolin-1(2H)-yl)acetaldehyde), O1CCOC2=C1C=CC(=C2)CN(C(OC(C)(C)C)=O)C2CCNCC2 (tert-butyl (2,3-dihydro-1,4-benzodioxin-6-ylmethyl)(piperidin-4-yl)carbamate), C(O)([O-])=O.[Na+] (sodium hydrogen carbonate), C(C)(=O)O[BH-](OC(C)=O)OC(C)=O.[Na+] (sodium triacetoxyborohydride). The solvent is C(C)(=O)O (acetic acid), C(Cl)(Cl)Cl (chloroform). Run at time 1 hour. The product is O1CCOC2=C1C=CC(=C2)CN(C(OC(C)(C)C)=O)C2CCN(CC2)CCN2C(C=C(C1=CC=CC=C21)Cl)=O (tert-butyl (2,3-dihydro-1,4-benzodioxin-6-ylmethyl)(1-(2-(4-chloro-2-oxoquinolin-1(2H)-yl)ethyl)piperidin-4-yl)carbamate). Yield: 39.6%. Reaction SMILES: [Cl:1][C:2]1[C:11]2[C:6](=[CH:7][CH:8]=[CH:9][CH:10]=2)[N:5]([CH2:12][CH:13]=O)[C:4](=[O:15])[CH:3]=1.[O:16]1[C:21]2[CH:22]=[CH:23][C:24]([CH2:26][N:27]([CH:35]3[CH2:40][CH2:39][NH:38][CH2:37][CH2:36]3)[C:28](=[O:34])[O:29][C:30]([CH3:33])([CH3:32])[CH3:31])=[CH:25][C:20]=2[O:19][CH2:18][CH2:17]1.C(O[BH-](OC(=O)C)OC(=O)C)(=O)C.[Na+].C(=O)([O-])O.[Na+]>C(O)(=O)C.C(Cl)(Cl)Cl>[O:16]1[C:21]2[CH:22]=[CH:23][C:24]([CH2:26][N:27]([CH:35]3[CH2:40][CH2:39][N:38]([CH2:13][CH2:12][N:5]4[C:6]5[C:11](=[CH:10][CH:9]=[CH:8][CH:7]=5)[C:2]([Cl:1])=[CH:3][C:4]4=[O:15])[CH2:37][CH2:36]3)[C:28](=[O:34])[O:29][C:30]([CH3:33])([CH3:31])[CH3:32])=[CH:25][C:20]=2[O:19][CH2:18][CH2:17]1 |f:2.3,4.5|. Procedure: To 20 mL of a chloroform solution containing 179 mg of (4-chloro-2-oxoquinolin-1(2H)-yl)acetaldehyde and 286 mg of tert-butyl (2,3-dihydro-1,4-benzodioxin-6-ylmethyl)(piperidin-4-yl)carbamate, 47 μL of acetic acid was added, and stirred at room temperature for 1 hour. To the reaction mixture, 269 mg of sodium triacetoxyborohydride was added and stirred for 1 hour. Aqueous saturated sodium hydrogen carbonate solution was added, the organic layer was separated. The organic layer was washed with aq... The reactants are C1CCNC1, COc1ccc2nc(-c3ccc(F)nc3)sc2c1, O. Yields the product COc1ccc2nc(-c3ccc(N4CCCC4)nc3)sc2c1. As a reaction SMILES: [CH2:19]1[CH2:20][CH2:21][NH:22][CH2:23]1.[F:1][c:2]1[cH:3][cH:4][c:5](-[c:8]2[s:9][c:10]3[c:11]([n:12]2)[cH:13][cH:14][c:15]([O:17][CH3:18])[cH:16]3)[cH:6][n:7]1.[OH2:24]>>[c:2]1([N:22]2[CH2:21][CH2:20][CH2:19][CH2:23]2)[cH:3][cH:4][c:5](-[c:8]2[s:9][c:10]3[c:11]([n:12]2)[cH:13][cH:14][c:15]([O:17][CH3:18])[cH:16]3)[cH:6][n:7]1.